Dataset: the Open Reaction Database (ORD), a public repository of structured organic reaction records. Task: describe an organic reaction: reactants, conditions, products, and yield Reactants: O=c1ccc2c([nH]1)CCN(Cc1ccccc1)C2, CCO. Yields the product O=c1ccc2c([nH]1)CCNC2. RXN SMILES: [CH2:1]([c:2]1[cH:3][cH:4][cH:5][cH:6][cH:7]1)[N:8]1[CH2:9][c:10]2[cH:11][cH:12][c:13](=[O:18])[nH:14][c:15]2[CH2:16][CH2:17]1.[CH3:19][CH2:20][OH:21]>>[NH:8]1[CH2:9][c:10]2[cH:11][cH:12][c:13](=[O:18])[nH:14][c:15]2[CH2:16][CH2:17]1. Reactants: CCOC(C)=O, COc1cc(O)ccc1-c1nc2c(c(C3CCCCC3)nn2C)c(=O)[nH]1, CCOC(=O)N=NC(=O)OCC, C1CCOC1, OC1CCOC1, c1ccc(P(c2ccccc2)c2ccccc2)cc1. Product: COc1cc(OC2CCOC2)ccc1-c1nc2c(c(C3CCCCC3)nn2C)c(=O)[nH]1. Reaction SMILES: [CH3:64][CH2:65][O:66][C:67](=[O:68])[CH3:69].[CH:1]1([c:7]2[n:8][n:9]([CH3:26])[c:10]3[n:11][c:12](-[c:17]4[c:18]([O:24][CH3:25])[cH:19][c:20]([OH:23])[cH:21][cH:22]4)[nH:13][c:14](=[O:16])[c:15]23)[CH2:2][CH2:3][CH2:4][CH2:5][CH2:6]1.[O:52]=[C:53]([O:54][CH2:55][CH3:56])[N:57]=[N:58][C:59]([O:60][CH2:61][CH3:62])=[O:63].[O:70]1[CH2:71][CH2:72][CH2:73][CH2:74]1.[OH:46][CH:47]1[CH2:48][O:49][CH2:50][CH2:51]1.[c:27]1([P:28]([c:29]2[cH:30][cH:31][cH:32][cH:33][cH:34]2)[c:35]2[cH:36][cH:37][cH:38][cH:39][cH:40]2)[cH:41][cH:42][cH:43][cH:44][cH:45]1>>[CH:1]1([c:7]2[n:8][n:9]([CH3:26])[c:10]3[n:11][c:12](-[c:17]4[c:18]([O:24][CH3:25])[cH:19][c:20]([O:23][CH:47]5[CH2:48][O:49][CH2:50][CH2:51]5)[cH:21][cH:22]4)[nH:13][c:14](=[O:16])[c:15]23)[CH2:2][CH2:3][CH2:4][CH2:5][CH2:6]1. Reactants: B(Br)(Br)Br (boron tribromide), COC1=CC=C(C=C1)C=1SC2=C(C1C(C1=CC=C(C=C1)OC)=O)C=CC(=C2)OC (2-(4-Methoxyphenyl)-3-(4-methoxybenzoyl)-6-methoxybenzothiophene), O (water). Solvent: C(Cl)(Cl)Cl (chloroform). Conditions: temperature 10 celsius, time 24 hour. Product: OC1=CC=C(C=C1)C=1SC2=C(C1C(C1=CC=C(C=C1)OC)=O)C=CC(=C2)O (2-(4-Hydroxyphenyl)-3-(4-methoxybenzoyl)-6-hydroxybenzothiophene). As a reaction SMILES: C[O:2][C:3]1[CH:8]=[CH:7][C:6]([C:9]2[S:10][C:11]3[CH:27]=[C:26]([O:28]C)[CH:25]=[CH:24][C:12]=3[C:13]=2[C:14](=[O:23])[C:15]2[CH:20]=[CH:19][C:18]([O:21][CH3:22])=[CH:17][CH:16]=2)=[CH:5][CH:4]=1.B(Br)(Br)Br.O>C(Cl)(Cl)Cl>[OH:2][C:3]1[CH:8]=[CH:7][C:6]([C:9]2[S:10][C:11]3[CH:27]=[C:26]([OH:28])[CH:25]=[CH:24][C:12]=3[C:13]=2[C:14](=[O:23])[C:15]2[CH:16]=[CH:17][C:18]([O:21][CH3:22])=[CH:19][CH:20]=2)=[CH:5][CH:4]=1. Procedure details: A mixture of 53 g. of the product of Example 9 in dry chloroform was prepared. The mixture was cooled to 10° C., and 75 g. of boron tribromide were added. The mixture was stirred for 24 hours at room temperature. The mixture then was poured into water, the chloroform layer was separated, and the aqueous layer was extracted with additional chloroform which was added to the separated chloroform layer. The resulting chloroform mixture then was filtered, and the filtrate was concentrated to dryness.... Starting materials: CO, COC(=O)c1cc2cc(Cl)c(F)cc2[nH]1, [Li+], C1CCOC1, [OH-], O. The product is O=C(O)c1cc2cc(Cl)c(F)cc2[nH]1. As a reaction SMILES: [CH3:23][OH:24].[Cl:1][c:2]1[cH:3][c:4]2[cH:5][c:6]([C:12](=[O:13])[O:14][CH3:15])[nH:7][c:8]2[cH:9][c:10]1[F:11].[Li+:16].[O:18]1[CH2:19][CH2:20][CH2:21][CH2:22]1.[OH-:17].[OH2:25]>>[Cl:1][c:2]1[cH:3][c:4]2[cH:5][c:6]([C:12](=[O:13])[OH:14])[nH:7][c:8]2[cH:9][c:10]1[F:11]. Starting materials: CC(=O)OI1(C2=CC=CC=C2C(=O)O1)(OC(=O)C)OC(=O)C (1,1,1-triacetoxy-1,1-dihydro-1,2-benziodoxol-3 (1H)-one), CS(=O)(=O)O[C@H](C)[C@H]1OC(O[C@H]1CO)(C)C ((1R)-1-((4S,5S)-5-(hydroxymethyl)-2,2-dimethyl-1,3-dioxolane-4-yl)ethyl methanesulfonate), C(O)([O-])=O.[Na+] (sodium hydrogen carbonate), S(=S)(=O)([O-])[O-].[Na+].[Na+] (sodium thiosulfate). Run in ClCCl (dichloromethane), N1=CC=CC=C1 (pyridine), C(C)(=O)OCC (ethyl acetate). Run at time 2 hour. Product: CS(=O)(=O)O[C@H](C)[C@H]1OC(O[C@H]1C=O)(C)C ((1R)-1-((4S,5R)-5-formyl-2,2-dimethyl-1,3-dioxolane-4-yl)ethyl methanesulfonate). Isolated yield 95.2%. As a reaction SMILES: CC(OI1(OC(C)=O)(OC(C)=O)OC(=O)C2C1=CC=CC=2)=O.[CH3:23][S:24]([O:27][C@@H:28]([C@@H:30]1[C@H:34]([CH2:35][OH:36])[O:33][C:32]([CH3:38])([CH3:37])[O:31]1)[CH3:29])(=[O:26])=[O:25].C(=O)([O-])O.[Na+].S([O-])([O-])(=O)=S.[Na+].[Na+]>ClCCl.C(OCC)(=O)C.N1C=CC=CC=1>[CH3:23][S:24]([O:27][C@@H:28]([C@@H:30]1[C@H:34]([CH:35]=[O:36])[O:33][C:32]([CH3:37])([CH3:38])[O:31]1)[CH3:29])(=[O:25])=[O:26] |f:2.3,4.5.6|. Procedure details: 3 g of 1,1,1-triacetoxy-1,1-dihydro-1,2-benziodoxol-3 (1H)-one (Dess-Martin Periodinane) was added to a solution of 1.8 g of (1R)-1-((4S,5S)-5-(hydroxymethyl)-2,2-dimethyl-1,3-dioxolane-4-yl)ethyl methanesulfonate (which contained fluorotris(propan-2-yl)silane) and 1.16 mL of pyridine in 20 mL of dichloromethane at a temperature of 5° C. to 10° C., and the obtained mixture was then stirred at room temperature for 2 hours. Thereafter, ethyl acetate, a saturated sodium hydrogen carbonate aqueous s... Reactants: C1C(CC2=CC=CC=C12)NCC(=O)O (N-(2-Indanyl)glycine), C(C1=CC=CC=C1)(=O)SCC(C(=O)Cl)C (3-benzoylthio-2-methylpropionyl chloride), O (water). Run in CC(=O)N(C)C (dimethylacetamide). Run at time 2 hour. Product: C(C1=CC=CC=C1)(=O)SCC(C(=O)N(CC(=O)O)C1CC2=CC=CC=C2C1)C (N-(3-benzoylthio-2-methylpropionyl)-N-(2-indanyl)glycine). Isolated yield 67.4%. Reaction SMILES: [CH2:1]1[C:9]2[C:4](=[CH:5][CH:6]=[CH:7][CH:8]=2)[CH2:3][CH:2]1[NH:10][CH2:11][C:12]([OH:14])=[O:13].[C:15]([S:23][CH2:24][CH:25]([CH3:29])[C:26](Cl)=[O:27])(=[O:22])[C:16]1[CH:21]=[CH:20][CH:19]=[CH:18][CH:17]=1.O>CC(N(C)C)=O>[C:15]([S:23][CH2:24][CH:25]([CH3:29])[C:26]([N:10]([CH:2]1[CH2:3][C:4]2[C:9](=[CH:8][CH:7]=[CH:6][CH:5]=2)[CH2:1]1)[CH2:11][C:12]([OH:14])=[O:13])=[O:27])(=[O:22])[C:16]1[CH:21]=[CH:20][CH:19]=[CH:18][CH:17]=1. Reported procedure: N-(2-Indanyl)glycine (1.0 g) is suspended in 10 ml of dimethylacetamide, then 2.0 g of 3-benzoylthio-2-methylpropionyl chloride is added dropwise with stirring at room temperature, and thereafter stirring is continued at room temperature for 2 hours. The reaction mixture is poured into 100 ml of water, and extracted with 200 ml of ethyl acetate. The extract is washed with 20 ml of 10% hydrochloric acid and with water, and dried over anhydrous sodium sulfate. After ethyl acetate is distilled off ...